This data is from the Open Reaction Database (ORD), a public repository of structured organic reaction records. The task is: describe an organic reaction: reactants, conditions, products, and yield Reactants: O=C(O)C1CC1, [Cl-], CC(C)(C)OC(=O)CC(CCCC1CCCCC1)c1nc(CN)no1. Yields the product CC(C)(C)OC(=O)CC(CCCC1CCCCC1)c1nc(CNC(=O)C2CC2)no1. As a reaction SMILES: [CH:27]1([C:30](=[O:31])[OH:32])[CH2:28][CH2:29]1.[Cl-:26].[NH2:1][CH2:2][c:3]1[n:4][o:5][c:6]([CH:8]([CH2:9][C:10](=[O:11])[O:12][C:13]([CH3:14])([CH3:15])[CH3:16])[CH2:17][CH2:18][CH2:19][CH:20]2[CH2:21][CH2:22][CH2:23][CH2:24][CH2:25]2)[n:7]1>>[NH:1]([CH2:2][c:3]1[n:4][o:5][c:6]([CH:8]([CH2:9][C:10](=[O:11])[O:12][C:13]([CH3:14])([CH3:15])[CH3:16])[CH2:17][CH2:18][CH2:19][CH:20]2[CH2:21][CH2:22][CH2:23][CH2:24][CH2:25]2)[n:7]1)[C:30]([CH:27]1[CH2:28][CH2:29]1)=[O:31]. The reactants are O=C1C(=CNC=C1C(=O)OC)C(=O)OC (dimethyl 4-oxo-1,4-dihydropyridine-3,5-dicarboxylate), O=P(Cl)(Cl)Cl (POCl3). Reaction conditions: temperature 140 celsius. Yields the product ClC1=C(C=NC=C1C(=O)OC)C(=O)OC (Dimethyl 4-chloropyridine-3,5-dicarboxylate). Isolated yield 33.7%. Reaction SMILES: O=[C:2]1[C:7]([C:8]([O:10][CH3:11])=[O:9])=[CH:6][NH:5][CH:4]=[C:3]1[C:12]([O:14][CH3:15])=[O:13].O=P(Cl)(Cl)[Cl:18]>>[Cl:18][C:2]1[C:7]([C:8]([O:10][CH3:11])=[O:9])=[CH:6][N:5]=[CH:4][C:3]=1[C:12]([O:14][CH3:15])=[O:13]. Reported procedure: A mixture of dimethyl 4-oxo-1,4-dihydropyridine-3,5-dicarboxylate (3 g, crude) and POCl3 (10 mL) was heated to 140° C. in the sealed tube for 15 hours. The mixture was cooled to RT, poured into ice and extracted with ether. The organic layer was washed with brine, dried over Na2SO4, filtered and concentrated to afford the title compound as solid (yield 33.7%). The reactants are [H-].[H-].[H-].[H-].[Li+].[Al+3] (LiAlH4), solution, [H-].[H-].[H-].[H-].[Li+].[Al+3] (LiAlH4), CC1=CC=C(C=N1)CC(=O)NC1=CC=C(C=C1)C (2-(6-Methyl-pyridin-3-yl)-N-p-tolyl-acetamide), C(C)OCC (diethyl ether). Solvent: C1CCOC1 (THF), C1CCOC1 (THF). Reaction conditions: temperature 0 celsius. Yields the product CC1=CC=C(C=N1)CCNC1=CC=C(C=C1)C ([2-(6-Methyl-pyridin-3-yl)-ethyl]-p-tolyl-amine). Yield: 28.1%. As a reaction SMILES: [CH3:1][C:2]1[N:7]=[CH:6][C:5]([CH2:8][C:9]([NH:11][C:12]2[CH:17]=[CH:16][C:15]([CH3:18])=[CH:14][CH:13]=2)=O)=[CH:4][CH:3]=1.[H-].[H-].[H-].[H-].[Li+].[Al+3].C(OCC)C>C1COCC1>[CH3:1][C:2]1[N:7]=[CH:6][C:5]([CH2:8][CH2:9][NH:11][C:12]2[CH:13]=[CH:14][C:15]([CH3:18])=[CH:16][CH:17]=2)=[CH:4][CH:3]=1 |f:1.2.3.4.5.6|. Procedure: 2-(6-Methyl-pyridin-3-yl)-N-p-tolyl-acetamide (0.960 g, 4 mmol) was dissolved in dry THF (20 cm3), and cooled to 0° C. LiAlH4 (5.0 eq., 20 mmol, 10 ml of a 2.0 M solution in THF) was added dropwise at first, until no more gas evolution was observed (˜0.5 ml), and then the remaining LiAlH4 solution was added in one portion. The resulting solution was heated to reflux for 16 hours with stirring. Wet diethyl ether was then added until no further gas evolution was observed, the resulting medium filt... Starting materials: [Cl-], Cl, O, O, Nc1cc([Se]c2ccccc2)ccc1[N+](=O)[O-]. Product: Nc1ccc([Se]c2ccccc2)cc1N. Reaction SMILES: [Cl-:3].[ClH:21].[OH2:1].[OH2:2].[c:4]1([Se:10][c:11]2[cH:12][cH:13][c:14]([N+:18]([O-:19])=[O:20])[c:15]([NH2:16])[cH:17]2)[cH:5][cH:6][cH:7][cH:8][cH:9]1>>[c:4]1([Se:10][c:11]2[cH:12][cH:13][c:14]([NH2:18])[c:15]([NH2:16])[cH:17]2)[cH:5][cH:6][cH:7][cH:8][cH:9]1. Reactants: C(C)(C)(C)N1S(C(=C(C1=O)Cl)C1=CC=CC=C1)(=O)=O (2-tert-Butyl-4-chloro-5-phenylisothiazol-3(2H)-one 1,1-dioxide), FC(OC=1C=C(CNC(CN)=O)C=CC1)F (N-[3-(difluoromethoxy)benzyl]glycinamide), TEA. The solvent is CN(C)C=O (DMF). Run at temperature 130 celsius. Yields the product C(C)(C)(C)N1S(C(=C(C1=O)NCC(=O)NCC1=CC(=CC=C1)OC(F)F)C1=CC=CC=C1)(=O)=O (N˜2˜-(2-tert-Butyl-1,1-dioxido-3-oxo-5-phenyl-2,3-dihydroisothiazol-4-yl)-N˜1˜-[3-(difluoromethoxy)benzyl]glycinamide). Isolated yield 41.2%. As a reaction SMILES: [C:1]([N:5]1[C:9](=[O:10])[C:8](Cl)=[C:7]([C:12]2[CH:17]=[CH:16][CH:15]=[CH:14][CH:13]=2)[S:6]1(=[O:19])=[O:18])([CH3:4])([CH3:3])[CH3:2].[F:20][CH:21]([F:35])[O:22][C:23]1[CH:24]=[C:25]([CH:32]=[CH:33][CH:34]=1)[CH2:26][NH:27][C:28](=[O:31])[CH2:29][NH2:30]>CN(C=O)C>[C:1]([N:5]1[C:9](=[O:10])[C:8]([NH:30][CH2:29][C:28]([NH:27][CH2:26][C:25]2[CH:32]=[CH:33][CH:34]=[C:23]([O:22][CH:21]([F:20])[F:35])[CH:24]=2)=[O:31])=[C:7]([C:12]2[CH:17]=[CH:16][CH:15]=[CH:14][CH:13]=2)[S:6]1(=[O:19])=[O:18])([CH3:4])([CH3:3])[CH3:2]. Procedure details: 2-tert-Butyl-4-chloro-5-phenylisothiazol-3(2H)-one 1,1-dioxide (0.175 g, 0.58 mmol), N-[3-(difluoromethoxy)benzyl]glycinamide (0.159 g, 0.69 mmol) and TEA (0.23 g, 2.31 mmol) was dissolved in dry DMF (3 ml) and heated in a microwave reactor at 130° C. for 30 mins. The reaction mixture was purified by preparative HPLC to yield the title compound (0.118 g, 41%). 1H NMR (500 MHz, CDCl3): δ 7.46-7.35 (m, 5H), 7.35-7.28 (m, 1H), 7.09-7.01 (m, 2H), 6.99-6.94 (m, 1H), 6.50 (t, 1H), 6.02-5.94 (m, 1H), 5... Reactants: ClC1=C(C=C(C=C1)OC=1C=CC(=NC1)C#N)C(F)(F)F (5-{[4-chloro-3-(trifluoromethyl)phenyl]oxy}-2-pyridinecarbonitrile), CC(C)C[AlH]CC(C)C (DIBAL-H), O1CCCC1 (tetrahydrofuran). Reaction conditions: temperature -78 celsius, time 1 hour. Yields the product ClC1=C(C=C(C=C1)OC=1C=CC(=NC1)C=O)C(F)(F)F (5-{[4-chloro-3-(trifluoromethyl)phenyl]oxy}-2-pyridinecarbaldehyde). Reaction SMILES: [Cl:1][C:2]1[CH:7]=[CH:6][C:5]([O:8][C:9]2[CH:10]=[CH:11][C:12]([C:15]#N)=[N:13][CH:14]=2)=[CH:4][C:3]=1[C:17]([F:20])([F:19])[F:18].CC(C[AlH]CC(C)C)C.[O:30]1CCCC1>>[Cl:1][C:2]1[CH:7]=[CH:6][C:5]([O:8][C:9]2[CH:10]=[CH:11][C:12]([CH:15]=[O:30])=[N:13][CH:14]=2)=[CH:4][C:3]=1[C:17]([F:20])([F:19])[F:18]. Procedure details: To a solution of 5-{[4-chloro-3-(trifluoromethyl)phenyl]oxy}-2-pyridinecarbonitrile (0.876 g, 2.93 mmol) in anhydrous tetrahydrofuran (30 mL), was added DIBAL-H (5.87 mL, 5.87 mmol) dropwise at −78° C. The reaction mixture was stirred for 1 h at −78° C., then quenched with 1N HCl solution, concentrated. Purification via ISCO afforded the title product (350 mg) as an off white solid. LC-MS (ESI): m/z 302 [M+H]+; 3.47 min (ret time). The reactants are [O-][Mn](=O)(=O)=O.[K+] (KMnO4), ClC1=C(NC(=C1Cl)C)C(=O)N[C@@H]1[C@@H](CN(CC1)C=1C=C(C(=O)OCC)C(=CN1)C=O)OC (Cis(±)-ethyl 2-(4-{[(3,4-dichloro-5-methyl-1H-pyrrol-2-yl)carbonyl]amino}-3-methoxypiperidin-1-yl)-5-formylisonicotinate). Run in O (water), CC(=O)C (acetone). Conditions: time 4 hour. Product: ClC1=C(NC(=C1Cl)C)C(=O)N[C@@H]1[C@@H](CN(CC1)C1=NC=C(C(=O)O)C(=C1)C(=O)OCC)OC (Cis(±)-6-(4-{[(3,4-dichloro-5-methyl-1H-pyrrol-2-yl)carbonyl]amino}-3-methoxypiperidin-1-yl)-4-(ethoxycarbonyl)nicotinic acid). As a reaction SMILES: [O-:1][Mn](=O)(=O)=O.[K+].[Cl:7][C:8]1[C:12]([Cl:13])=[C:11]([CH3:14])[NH:10][C:9]=1[C:15]([NH:17][C@H:18]1[CH2:23][CH2:22][N:21]([C:24]2[CH:25]=[C:26]([C:32]([CH:35]=[O:36])=[CH:33][N:34]=2)[C:27]([O:29][CH2:30][CH3:31])=[O:28])[CH2:20][C@H:19]1[O:37][CH3:38])=[O:16]>O.CC(C)=O>[Cl:7][C:8]1[C:12]([Cl:13])=[C:11]([CH3:14])[NH:10][C:9]=1[C:15]([NH:17][C@H:18]1[CH2:23][CH2:22][N:21]([C:24]2[CH:25]=[C:26]([C:27]([O:29][CH2:30][CH3:31])=[O:28])[C:32]([C:35]([OH:1])=[O:36])=[CH:33][N:34]=2)[CH2:20][C@H:19]1[O:37][CH3:38])=[O:16] |f:0.1|. Procedure: A solution of 133 mg (0.84 mmol) KMnO4 in 5 ml water was added to a solution of Cis(±)-ethyl 2-(4-{[(3,4-dichloro-5-methyl-1H-pyrrol-2-yl)carbonyl]amino}-3-methoxypiperidin-1-yl)-5-formylisonicotinate (Example 154) in 20 ml acetone, and the mixture was stirred at room temperature for 4 h. After quenching with aqueous NaHSO3, the mixture was acidified to about pH=4 with 1N HCl and extracted twice with EtOAc. The EtOAc extracts were washed with brine, dried (MgSO4) and concentrated to give a solid... The reactants are O=C([O-])[O-], CC(C)=O, COc1cc(C=O)cc(OC)c1O, ClCc1ccccc1, [I-], [K+], [K+], [Na+]. Product: COc1cc(C=O)cc(OC)c1OCc1ccccc1. Reaction SMILES: [C:24](=[O:25])([O-:26])[O-:27].[CH3:30][C:31](=[O:32])[CH3:33].[CH:1]([c:2]1[cH:3][c:4]([O:5][CH3:6])[c:7]([OH:8])[c:9]([O:10][CH3:11])[cH:12]1)=[O:13].[Cl:14][CH2:15][c:16]1[cH:17][cH:18][cH:19][cH:20][cH:21]1.[I-:22].[K+:28].[K+:29].[Na+:23]>>[CH:1]([c:2]1[cH:3][c:4]([O:5][CH3:6])[c:7]([O:8][CH2:15][c:16]2[cH:17][cH:18][cH:19][cH:20][cH:21]2)[c:9]([O:10][CH3:11])[cH:12]1)=[O:13]. Starting materials: Br.OC1=C2CCC(C(C2=CC=C1O)=O)NC (5,6-dihydroxy-2-methylamino-1-tetralone hydrobromide), Cl (HCl), Hastelloy. The reagents and catalysts are [Pd] (Pd/C). Run in O (water). Run at temperature 0 celsius. Product: Cl.OC1=C2CCC(CC2=CC=C1O)NC (5,6-Dihydroxy-2-methylaminotetralin hydrochloride). Reaction SMILES: Br.[OH:2][C:3]1[C:12]([OH:13])=[CH:11][CH:10]=[C:9]2[C:4]=1[CH2:5][CH2:6][CH:7]([NH:15][CH3:16])[C:8]2=O.[ClH:17]>[Pd].O>[ClH:17].[OH:2][C:3]1[C:12]([OH:13])=[CH:11][CH:10]=[C:9]2[C:4]=1[CH2:5][CH2:6][CH:7]([NH:15][CH3:16])[CH2:8]2 |f:0.1,5.6|. Procedure: A mixture of 10.0 g of 5,6-dihydroxy-2-methylamino-1-tetralone hydrobromide, 2.0 g of Pd/C 5%, 90 ml of water and 10 ml of 37% HCl is hydrogenated in an autoclave (Hastelloy) (20 atm, 80° C.) for 8-9 hours, then is filtered washing with hot water. The aqueous solution is concentrated under vacuum and the resulting solid is warm triturated with 100 ml of 37% hydrochloric acid, then cooled to 0° C. and filtered. The resulting solid is recrystallized from acetone and dried under vacuum at 60° C. Yi...